This data is from the Open Reaction Database (ORD), a public repository of structured organic reaction records. The task is: describe an organic reaction: reactants, conditions, products, and yield The reactants are C1CCNCC1, CCOC(C)=O, CC#N, O=C(CCl)Nc1cccc(-c2cnc3ccccc3n2)c1, [K+], [K+], O=C([O-])[O-]. Yields the product O=C(CN1CCCCC1)Nc1cccc(-c2cnc3ccccc3n2)c1. RXN SMILES: [CH2:28]1[CH2:29][CH2:30][NH:31][CH2:32][CH2:33]1.[CH3:34][CH2:35][O:36][C:37](=[O:38])[CH3:39].[CH3:40][C:41]#[N:42].[Cl:1][CH2:2][C:3](=[O:4])[NH:5][c:6]1[cH:7][c:8](-[c:12]2[n:13][c:14]3[cH:15][cH:16][cH:17][cH:18][c:19]3[n:20][cH:21]2)[cH:9][cH:10][cH:11]1.[K+:22].[K+:23].[O-:24][C:25]([O-:26])=[O:27]>>[CH2:2]([C:3](=[O:4])[NH:5][c:6]1[cH:7][c:8](-[c:12]2[n:13][c:14]3[cH:15][cH:16][cH:17][cH:18][c:19]3[n:20][cH:21]2)[cH:9][cH:10][cH:11]1)[N:31]1[CH2:30][CH2:29][CH2:28][CH2:33][CH2:32]1. Reactants: Cn1c(Cl)ncc(Br)c1=O, CCCCO, CCOC(C)=O, [Na+], O=C([O-])O, NCc1ccccc1. Yields the product Cn1c(NCc2ccccc2)ncc(Br)c1=O. As a reaction SMILES: [Br:1][c:2]1[c:3](=[O:10])[n:4]([CH3:9])[c:5]([Cl:8])[n:6][cH:7]1.[CH2:24]([OH:25])[CH2:26][CH2:27][CH3:28].[CH3:29][CH2:30][O:31][C:32]([CH3:33])=[O:34].[Na+:23].[O-:19][C:20]([OH:21])=[O:22].[c:11]1([CH2:17][NH2:18])[cH:12][cH:13][cH:14][cH:15][cH:16]1>>[Br:1][c:2]1[c:3](=[O:10])[n:4]([CH3:9])[c:5]([NH:18][CH2:17][c:11]2[cH:12][cH:13][cH:14][cH:15][cH:16]2)[n:6][cH:7]1. Reactants: CCOC(=O)c1sc(NOC(=O)OC(C)(C)C)nc1C(F)(F)F, CO, Cl, [Na+], [OH-]. The product is CC(C)(C)OC(=O)ONc1nc(C(F)(F)F)c(C(=O)O)s1. RXN SMILES: [CH2:1]([CH3:2])[O:3][C:4](=[O:5])[c:6]1[c:7]([C:20]([F:21])([F:22])[F:23])[n:8][c:9]([NH:11][O:12][C:13](=[O:14])[O:15][C:16]([CH3:17])([CH3:18])[CH3:19])[s:10]1.[CH3:27][OH:28].[ClH:26].[Na+:25].[OH-:24]>>[O:3]=[C:4]([OH:5])[c:6]1[c:7]([C:20]([F:21])([F:22])[F:23])[n:8][c:9]([NH:11][O:12][C:13](=[O:14])[O:15][C:16]([CH3:17])([CH3:18])[CH3:19])[s:10]1. Starting materials: ClCCl, O=C(Nc1cccc(OCCC2CCNCC2)n1)Nc1csc(-c2ccncc2)n1. Product: CN1CCC(CCOc2cccc(NC(=O)Nc3csc(-c4ccncc4)n3)n2)CC1. As a reaction SMILES: [Cl:31][CH2:32][Cl:33].[NH:1]1[CH2:2][CH2:3][CH:4]([CH2:7][CH2:8][O:9][c:10]2[cH:11][cH:12][cH:13][c:14]([NH:16][C:17](=[O:18])[NH:19][c:20]3[n:21][c:22](-[c:25]4[cH:26][cH:27][n:28][cH:29][cH:30]4)[s:23][cH:24]3)[n:15]2)[CH2:5][CH2:6]1>>[N:1]1([CH3:32])[CH2:2][CH2:3][CH:4]([CH2:7][CH2:8][O:9][c:10]2[cH:11][cH:12][cH:13][c:14]([NH:16][C:17](=[O:18])[NH:19][c:20]3[n:21][c:22](-[c:25]4[cH:26][cH:27][n:28][cH:29][cH:30]4)[s:23][cH:24]3)[n:15]2)[CH2:5][CH2:6]1. Isolated yield 17.8%. The solvent is COCCOC (DME), O (water). Reaction SMILES: Br[C:2]1[CH:7]=[CH:6][C:5]([CH:8]([NH:15][C:16]2[CH:32]=[CH:31][C:19]([C:20]([N:22]3[CH2:27][CH2:26][CH2:25][C@@H:24]([C:28]([OH:30])=[O:29])[CH2:23]3)=[O:21])=[CH:18][CH:17]=2)[CH2:9][CH2:10][C:11]([F:14])([F:13])[F:12])=[C:4]([CH3:33])[CH:3]=1.[C:34]([C:36]1[CH:41]=[CH:40][C:39](B(O)O)=[CH:38][CH:37]=1)#[N:35].C(=O)([O-])[O-].[K+].[K+]>COCCOC.O>[C:34]([C:36]1[CH:41]=[CH:40][C:39]([C:2]2[CH:7]=[CH:6][C:5]([CH:8]([NH:15][C:16]3[CH:17]=[CH:18][C:19]([C:20]([N:22]4[CH2:27][CH2:26][CH2:25][C@@H:24]([C:28]([OH:30])=[O:29])[CH2:23]4)=[O:21])=[CH:31][CH:32]=3)[CH2:9][CH2:10][C:11]([F:14])([F:13])[F:12])=[C:4]([CH3:33])[CH:3]=2)=[CH:38][CH:37]=1)#[N:35] |f:2.3.4|. The reactants are BrC1=CC(=C(C=C1)C(CCC(F)(F)F)NC1=CC=C(C(=O)N2C[C@@H](CCC2)C(=O)O)C=C1)C ((3R)-1-(4-((1-(4-bromo-2-methylphenyl)-4,4,4-trifluorobutyl)amino)benzoyl)piperidine-3-carboxylic acid), C(#N)C1=CC=C(C=C1)B(O)O (4-cyanophenylboronic acid), C([O-])([O-])=O.[K+].[K+] (potassium carbonate). Procedure details: To (3R)-1-(4-((1-(4-bromo-2-methylphenyl)-4,4,4-trifluorobutyl)amino)benzoyl)piperidine-3-carboxylic acid (42 mg) was added a solution of 4-cyanophenylboronic acid (24 mg) in DME (0.5 mL), polymer-supported triphenylphosphinepalladium(0) (0.1 mg), and a solution of potassium carbonate (16 mg) in water (0.2 mL), and the mixture was stirred at 80° C. overnight. The reaction solution was passed through a filter, and washed twice with THF (2 mL). The solvent was evaporated from the obtained solution... Product: C(#N)C1=CC=C(C=C1)C1=CC(=C(C=C1)C(CCC(F)(F)F)NC1=CC=C(C(=O)N2C[C@@H](CCC2)C(=O)O)C=C1)C ((3R)-1-(4-((1-(4′-cyano-3-methylbiphenyl-4-yl)-4,4,4-trifluorobutyl)amino)benzoyl)piperidine-3-carboxylic acid). Reactants: C(Cl)(Cl)Cl (chloroform), SC=1C(=CC2=CC=CC=C2C1)NC(=O)C1(CCCCC1)CC(CC)CC (1-(2-ethyl-butyl)-cyclohexanecarboxylic acid (3-mercapto-naphthalen-2-yl)-amide), C(C(C)C)(=O)Cl (isobutyryl chloride). Run in N1=CC=CC=C1 (pyridine). Reaction conditions: time 1 hour. Yields the product C(C)C(CC1(CCCCC1)C(=O)NC=1C(=CC2=CC=CC=C2C1)SC(C(C)C)=O)CC (thioisobutyric acid S-(3-{[1-(2-ethyl-butyl)-cyclohexanecarbonyl]-amino}-naphthalen-2-yl)ester). As a reaction SMILES: C(Cl)(Cl)Cl.[SH:5][C:6]1[C:7]([NH:16][C:17]([C:19]2([CH2:25][CH:26]([CH2:29][CH3:30])[CH2:27][CH3:28])[CH2:24][CH2:23][CH2:22][CH2:21][CH2:20]2)=[O:18])=[CH:8][C:9]2[C:14]([CH:15]=1)=[CH:13][CH:12]=[CH:11][CH:10]=2.[C:31](Cl)(=[O:35])[CH:32]([CH3:34])[CH3:33]>N1C=CC=CC=1>[CH2:27]([CH:26]([CH2:29][CH3:30])[CH2:25][C:19]1([C:17]([NH:16][C:7]2[C:6]([S:5][C:31](=[O:35])[CH:32]([CH3:34])[CH3:33])=[CH:15][C:14]3[C:9]([CH:8]=2)=[CH:10][CH:11]=[CH:12][CH:13]=3)=[O:18])[CH2:20][CH2:21][CH2:22][CH2:23][CH2:24]1)[CH3:28]. Reported procedure: To a chloroform solution of the product obtained in step B) are added 1.05 mol equivalents of isobutyryl chloride and 2.5 mol equivalents of pyridine at room temperature. The mixture is stirred for 1 hour, concentrated and then n-hexane is added. The solids are filtered off and the filtrate is concentrated. The remaining residue is purified by silica gel column chromatography to obtain the desired title compound. Starting materials: C1=CC=CC=C1 (benzene), CC(C)(C)[S@@](=O)N ((R)-2-methylpropane-2-sulfinamide), FC1=C(C=CC=C1F)[C@@H](C=O)CCC=C ((S)-2-(2,3-difluorophenyl)hex-5-enal). Reagents/catalysts: [O-]CC.[Ti+4].[O-]CC.[O-]CC.[O-]CC (Titanium(IV) ethoxide). The solvent is O1CCCC1 (tetrahydrofuran), [Cl-].[Na+].O (brine). Reaction conditions: time 6 hour. Yields the product FC1=C(C=CC=C1F)[C@@H](\C=N\[S@](=O)C(C)(C)C)CCC=C ((R,E)-N—((S)-2-(2,3-difluorophenyl)hex-5-enylidene)-2-methylpropane-2-sulfinamide). Isolated yield 73.1%. Reaction SMILES: [F:1][C:2]1[C:7]([F:8])=[CH:6][CH:5]=[CH:4][C:3]=1[C@H:9]([CH2:12][CH2:13][CH:14]=[CH2:15])[CH:10]=O.C1C=CC=CC=1.[CH3:22][C:23]([S@:26]([NH2:28])=[O:27])([CH3:25])[CH3:24]>O1CCCC1.[Cl-].[Na+].O.[O-]CC.[Ti+4].[O-]CC.[O-]CC.[O-]CC>[F:1][C:2]1[C:7]([F:8])=[CH:6][CH:5]=[CH:4][C:3]=1[C@H:9]([CH2:12][CH2:13][CH:14]=[CH2:15])/[CH:10]=[N:28]/[S@@:26]([C:23]([CH3:25])([CH3:24])[CH3:22])=[O:27] |f:4.5.6,7.8.9.10.11|. Procedure details: In a 500 mL round-bottomed flask was dissolved (S)-2-(2,3-difluorophenyl)hex-5-enal (3.61 g, 17.2 mmol) (freshly azeotroped with dry benzene) and (R)-2-methylpropane-2-sulfinamide (2.08 g, 17.2 mmol) in tetrahydrofuran (100 mL) to give a yellow solution. Titanium(IV) ethoxide (36.0 mL, 34.3 mmol) was added dropwise, and the mixture was stirred at rt under nitrogen for 6 h. It was transferred to a stirred solution of brine (90 mL) and a white solid was formed. This was filtered through a plug of ...